This data is from the Open Reaction Database (ORD), a public repository of structured organic reaction records. The task is: describe an organic reaction: reactants, conditions, products, and yield Reactants: C(OCC)(OCC)OCC (triethyl orthoformate), ( g ), CC1(OC(=O)CC(=O)O1)C (Meldrum's acid), BrC=1C=C(N)C=CC1 (3-bromoaniline), BrC=1C=C(N)C=CC1 (3-bromoaniline). The solvent is C(C)O (ethanol), C(C)O (ethanol). Conditions: temperature 55 celsius. The product is BrC=1C=C(C=CC1)NC=C1C(OC(OC1=O)(C)C)=O (5-[(3-bromophenylamino)methylene]-2,2-dimethyl-[1,3]dioxane-4,6-dione). As a reaction SMILES: [CH:1](OCC)(OCC)OCC.[CH3:11][C:12]1([CH3:20])[O:19][C:17](=[O:18])[CH2:16][C:14](=[O:15])[O:13]1.[Br:21][C:22]1[CH:23]=[C:24]([CH:26]=[CH:27][CH:28]=1)[NH2:25]>C(O)C>[Br:21][C:22]1[CH:23]=[C:24]([NH:25][CH:1]=[C:16]2[C:17](=[O:18])[O:19][C:12]([CH3:20])([CH3:11])[O:13][C:14]2=[O:15])[CH:26]=[CH:27][CH:28]=1. Reported procedure: A mixture of triethyl orthoformate (154 grams (g), 1.04 moles (mol) and Meldrum's acid (142 g, 0.983 mol) was heated to 55° C. for 4 hours (h). After cooling to 50° C., a solution of 3-bromoaniline (162.6 g, 0.945 mol) in ethanol (300 mL) was added such that the temperature of the reaction was maintained between 50–55° C. After half of the 3-bromoaniline had been added, stirring became difficult due to the formation of solids, so more ethanol (1 liter (L)) was added to facilitate stirring. Upon ...